From a dataset of the Open Reaction Database (ORD), a public repository of structured organic reaction records. describe an organic reaction: reactants, conditions, products, and yield The reactants are C1(=CC=CC=C1)OC(NC=1SC=2C(=NC=C(C2N1)OC)N1CCOCC1)=O ((7-methoxy-4-morpholin-4-yl-thiazolo[5,4-c]pyridin-2-yl)-carbamic acid phenyl ester), FC(C(=O)O)(F)F.O1CCCC12CCNCC2 (1-oxa-8-aza-spiro[4.5]decane trifluoroacetate), C(C)(C)N(C(C)C)CC (N,N-diisopropylethylamine). Solvent: ClC(C)Cl (dichloroethane), O1CCCC1 (tetrahydrofuran). Product: COC=1C2=C(C(=NC1)N1CCOCC1)SC(=N2)NC(=O)N2CCC1(CCCO1)CC2 (1-Oxa-8-aza-spiro[4.5]decane-8-carboxylic acid (7-methoxy-4-morpholin-4-yl-thiazolo[5,4-c]pyridin-2-yl)-amide). RXN SMILES: C1(O[C:8](=[O:27])[NH:9][C:10]2[S:11][C:12]3[C:13]([N:21]4[CH2:26][CH2:25][O:24][CH2:23][CH2:22]4)=[N:14][CH:15]=[C:16]([O:19][CH3:20])[C:17]=3[N:18]=2)C=CC=CC=1.FC(F)(F)C(O)=O.[O:35]1[C:39]2([CH2:44][CH2:43][NH:42][CH2:41][CH2:40]2)[CH2:38][CH2:37][CH2:36]1.C(N(CC)C(C)C)(C)C>ClC(Cl)C.O1CCCC1>[CH3:20][O:19][C:16]1[C:17]2[N:18]=[C:10]([NH:9][C:8]([N:42]3[CH2:43][CH2:44][C:39]4([O:35][CH2:36][CH2:37][CH2:38]4)[CH2:40][CH2:41]3)=[O:27])[S:11][C:12]=2[C:13]([N:21]2[CH2:26][CH2:25][O:24][CH2:23][CH2:22]2)=[N:14][CH:15]=1 |f:1.2|. Reported procedure: From (7-methoxy-4-morpholin-4-yl-thiazolo[5,4-c]pyridin-2-yl)-carbamic acid phenyl ester with 1-oxa-8-aza-spiro[4.5]decane trifluoroacetate and N,N-diisopropylethylamine in dichloroethane and tetrahydrofuran. ES-MS m/e (%): 434 (M+H+, 100). Procedure: A mixture of ethyl 4-(3-nitro[1,5]naphthyridin-4-ylamino)butanoate (5.0 g, 16 mmol), 5% platinum on carbon (0.50 g), and ethyl acetate (80 mL) was added to a Parr vessel, and the reaction was placed under hydrogen pressure (30 psi, 2.1×105 Pa) for 2.5 hours. The reaction mixture was filtered through a layer of CELITE filter agent, and the filter cake was washed with ethyl acetate (50 mL). The filtrate was concentrated under reduced pressure to provide ethyl 4-(3-amino[1,5]naphthyridin-4-ylamino)... Run in C(C)(=O)OCC (ethyl acetate). As a reaction SMILES: [N+:1]([C:4]1[CH:5]=[N:6][C:7]2[C:12]([C:13]=1[NH:14][CH2:15][CH2:16][CH2:17][C:18]([O:20][CH2:21][CH3:22])=[O:19])=[N:11][CH:10]=[CH:9][CH:8]=2)([O-])=O>[Pt].C(OCC)(=O)C>[NH2:1][C:4]1[CH:5]=[N:6][C:7]2[C:12]([C:13]=1[NH:14][CH2:15][CH2:16][CH2:17][C:18]([O:20][CH2:21][CH3:22])=[O:19])=[N:11][CH:10]=[CH:9][CH:8]=2. Reagents/catalysts: [Pt] (platinum on carbon). Starting materials: [N+](=O)([O-])C=1C=NC2=CC=CN=C2C1NCCCC(=O)OCC (ethyl 4-(3-nitro[1,5]naphthyridin-4-ylamino)butanoate). Product: NC=1C=NC2=CC=CN=C2C1NCCCC(=O)OCC (ethyl 4-(3-amino[1,5]naphthyridin-4-ylamino)butanoate). Starting materials: FC(F)(F)c1nn(-c2ccc(CCl)cc2)c2c1CCCC2, [H-], [Na+], CN(C)C=O, c1c[nH]cn1. Product: FC(F)(F)c1nn(-c2ccc(Cn3ccnc3)cc2)c2c1CCCC2. Reaction SMILES: [Cl:8][CH2:9][c:10]1[cH:11][cH:12][c:13](-[n:16]2[n:17][c:18]([C:25]([F:26])([F:27])[F:28])[c:19]3[c:24]2[CH2:23][CH2:22][CH2:21][CH2:20]3)[cH:14][cH:15]1.[H-:1].[Na+:2].[O:29]=[CH:30][N:31]([CH3:32])[CH3:33].[nH:3]1[cH:4][n:5][cH:6][cH:7]1>>[n:3]1([CH2:9][c:10]2[cH:11][cH:12][c:13](-[n:16]3[n:17][c:18]([C:25]([F:26])([F:27])[F:28])[c:19]4[c:24]3[CH2:23][CH2:22][CH2:21][CH2:20]4)[cH:14][cH:15]2)[cH:4][n:5][cH:6][cH:7]1. Starting materials: Cc1cccc(C)c1Nc1c(-c2ccccc2C(=O)O)nc2ccc(F)cn12, CNC(=S)NN, CN(C)C=O, O. Product: CNC(=S)NNC(=O)c1ccccc1-c1nc2ccc(F)cn2c1Nc1c(C)cccc1C. As a reaction SMILES: [CH3:1][c:2]1[c:3]([NH:9][c:10]2[c:11](-[c:20]3[c:21]([C:22](=[O:23])[OH:24])[cH:25][cH:26][cH:27][cH:28]3)[n:12][c:13]3[n:14]2[cH:15][c:16]([F:19])[cH:17][cH:18]3)[c:4]([CH3:8])[cH:5][cH:6][cH:7]1.[CH3:29][NH:30][C:31]([NH:32][NH2:33])=[S:34].[O:36]=[CH:37][N:38]([CH3:39])[CH3:40].[OH2:35]>>[CH3:1][c:2]1[c:3]([NH:9][c:10]2[c:11](-[c:20]3[c:21]([C:22](=[O:23])[NH:33][NH:32][C:31]([NH:30][CH3:29])=[S:34])[cH:25][cH:26][cH:27][cH:28]3)[n:12][c:13]3[n:14]2[cH:15][c:16]([F:19])[cH:17][cH:18]3)[c:4]([CH3:8])[cH:5][cH:6][cH:7]1. Starting materials: C[C@H]1[C@H](N(CCC1)C(C1=C(C=CC(=C1)C)C=1C=NN(C1)C)=O)CN1C(C2=CC=CC=C2C1=O)=O (2-(((2S,3R)-3-methyl-1-(5-methyl-2-(1-methyl-1H-pyrazol-4-yl)benzoyl)piperidin-2-yl)methyl)isoindoline-1,3-dione), C1(=NC=CC2=CC=CC=C12)C(=O)O (isoquinoline-1-carboxylic acid). Yields the product C1(=NC=CC2=CC=CC=C12)C(=O)N1[C@@H]([C@@H](CCC1)C)CN1C(C2=CC=CC=C2C1=O)=O (2-(((2S,3R)-1-(Isoquinoline-1-carbonyl)-3-methylpiperidin-2-yl)methyl)isoindoline-1,3-dione). As a reaction SMILES: [CH3:1][C@@H:2]1[CH2:7][CH2:6][CH2:5][N:4]([C:8](=[O:22])C2C=C(C)C=CC=2C2C=NN(C)C=2)[C@@H:3]1[CH2:23][N:24]1[C:32](=[O:33])[C:31]2[C:26](=[CH:27][CH:28]=[CH:29][CH:30]=2)[C:25]1=[O:34].[C:35]1(C(O)=O)[C:44]2[C:39](=[CH:40][CH:41]=[CH:42][CH:43]=2)[CH:38]=[CH:37][N:36]=1>>[C:35]1([C:8]([N:4]2[CH2:5][CH2:6][CH2:7][C@@H:2]([CH3:1])[C@H:3]2[CH2:23][N:24]2[C:25](=[O:34])[C:26]3[C:31](=[CH:30][CH:29]=[CH:28][CH:27]=3)[C:32]2=[O:33])=[O:22])[C:44]2[C:39](=[CH:40][CH:41]=[CH:42][CH:43]=2)[CH:38]=[CH:37][N:36]=1. Reported procedure: The title compound was prepared following the same general protocol as described for 2-(((2S,3R)-3-methyl-1-(5-methyl-2-(1-methyl-1H-pyrazol-4-yl)benzoyl)piperidin-2-yl)methyl)isoindoline-1,3-dione in Example A1, using isoquinoline-1-carboxylic acid. ESI-MS (m/z): 414 [M+1]+. Reactants: Cc1ccccc1, CCOC(=O)Cl, [K+], [K+], O=C([O-])[O-], O, CN1C2CCC1CC(n1cc(-c3cnc(N)c(-c4nc5ccccc5s4)c3)cn1)C2. Yields the product CCOC(=O)N1C2CCC1CC(n1cc(-c3cnc(N)c(-c4nc5ccccc5s4)c3)cn1)C2. Reaction SMILES: [CH3:43][c:44]1[cH:45][cH:46][cH:47][cH:48][cH:49]1.[Cl:37][C:38](=[O:39])[O:40][CH2:41][CH3:42].[K+:31].[K+:32].[O-:33][C:34]([O-:35])=[O:36].[OH2:50].[s:1]1[c:2](-[c:10]2[c:11]([NH2:30])[n:12][cH:13][c:14](-[c:16]3[cH:17][n:18][n:19]([CH:21]4[CH2:22][CH:23]5[CH2:24][CH2:25][CH:26]([CH2:27]4)[N:28]5[CH3:29])[cH:20]3)[cH:15]2)[n:3][c:4]2[c:5]1[cH:6][cH:7][cH:8][cH:9]2>>[s:1]1[c:2](-[c:10]2[c:11]([NH2:30])[n:12][cH:13][c:14](-[c:16]3[cH:17][n:18][n:19]([CH:21]4[CH2:22][CH:23]5[CH2:24][CH2:25][CH:26]([CH2:27]4)[N:28]5[C:38](=[O:39])[O:40][CH2:41][CH3:42])[cH:20]3)[cH:15]2)[n:3][c:4]2[c:5]1[cH:6][cH:7][cH:8][cH:9]2.